describe an organic reaction: reactants, conditions, products, and yield From a dataset of the Open Reaction Database (ORD), a public repository of structured organic reaction records. Reactants: NC[C@H]1N(CCC[C@H]1C)C(=O)C1=C(C=C(C(=C1)F)F)N1N=CC=N1 (((2S,3R)-2-(aminomethyl)-3-methylpiperidin-1-yl)(4,5-difluoro-2-(2H-1,2,3-triazol-2-yl)phenyl)methanone), ClC1=NC=C(C=N1)Cl (2,5-dichloropyrimidine). Product: ClC=1C=NC(=NC1)NC[C@H]1N(CCC[C@H]1C)C(=O)C1=C(C=C(C(=C1)F)F)N1N=CC=N1 (((2S,3R)-2-(((5-Chloropyrimidin-2-yl)amino)methyl)-3-methylpiperidin-1-yl)(4,5-difluoro-2-(2H-1,2,3-triazol-2-yl)phenyl)methanone). As a reaction SMILES: [NH2:1][CH2:2][C@@H:3]1[C@H:8]([CH3:9])[CH2:7][CH2:6][CH2:5][N:4]1[C:10]([C:12]1[CH:17]=[C:16]([F:18])[C:15]([F:19])=[CH:14][C:13]=1[N:20]1[N:24]=[CH:23][CH:22]=[N:21]1)=[O:11].Cl[C:26]1[N:31]=[CH:30][C:29]([Cl:32])=[CH:28][N:27]=1>>[Cl:32][C:29]1[CH:28]=[N:27][C:26]([NH:1][CH2:2][C@@H:3]2[C@H:8]([CH3:9])[CH2:7][CH2:6][CH2:5][N:4]2[C:10]([C:12]2[CH:17]=[C:16]([F:18])[C:15]([F:19])=[CH:14][C:13]=2[N:20]2[N:24]=[CH:23][CH:22]=[N:21]2)=[O:11])=[N:31][CH:30]=1. Procedure: The title compound was prepared following the same general protocol as described for Example A1 using ((2S,3R)-2-(aminomethyl)-3-methylpiperidin-1-yl)(4,5-difluoro-2-(2H-1,2,3-triazol-2-yl)phenyl)methanone and 2,5-dichloropyrimidine. ESI-MS (m/z): 448 [M+1]+. Starting materials: N(=[N+]=[N-])C(C)C=1N=C2N(C(C1Br)=O)C(=CS2)C(F)(F)F (7-(1-azidoethyl)-6-bromo-3-(trifluoromethyl)-5H-[1,3]thiazolo[3,2-a]pyrimidin-5-one), FC=1C=C(C=CC1)B(O)O ((3-fluorophenyl)boronic acid). Yields the product N(=[N+]=[N-])C(C)C=1N=C2N(C(C1C1=CC(=CC=C1)F)=O)C(=CS2)C(F)(F)F (7-(1-Azidoethyl)-6-(3-fluorophenyl)-3-(trifluoromethyl)-5H-[1,3]thiazolo[3,2-a]pyrimidin-5-one). Yield: 29.0%. As a reaction SMILES: [N:1]([CH:4]([C:6]1[N:7]=[C:8]2[S:16][CH:15]=[C:14]([C:17]([F:20])([F:19])[F:18])[N:9]2[C:10](=[O:13])[C:11]=1Br)[CH3:5])=[N+:2]=[N-:3].[F:21][C:22]1[CH:23]=[C:24](B(O)O)[CH:25]=[CH:26][CH:27]=1>>[N:1]([CH:4]([C:6]1[N:7]=[C:8]2[S:16][CH:15]=[C:14]([C:17]([F:20])([F:19])[F:18])[N:9]2[C:10](=[O:13])[C:11]=1[C:26]1[CH:25]=[CH:24][CH:23]=[C:22]([F:21])[CH:27]=1)[CH3:5])=[N+:2]=[N-:3]. Reported procedure: The desired compound was prepared according to the procedure of Example 8, step 5, using 7-(1-azidoethyl)-6-bromo-3-(trifluoromethyl)-5H-[1,3]thiazolo[3,2-a]pyrimidin-5-one and (3-fluorophenyl)boronic acid as the starting materials in 29% yield. LCMS for C15H10F4N5OS (M+H)+: m/z=383.9. Reaction conditions: time 1 hour. Reaction SMILES: N(C(OCC)=O)=NC(OCC)=O.C1(P(C2C=CC=CC=2)C2C=CC=CC=2)C=CC=CC=1.[Cl:32][C:33]1[C:42]2[C:37](=[CH:38][C:39]([OH:45])=[C:40]([O:43][CH3:44])[CH:41]=2)[N:36]=[CH:35][CH:34]=1.[N:46]1[CH:51]=[CH:50][CH:49]=[C:48]([CH2:52][CH2:53][CH2:54]O)[CH:47]=1>C(Cl)Cl>[Cl:32][C:33]1[C:42]2[C:37](=[CH:38][C:39]([O:45][CH2:54][CH2:53][CH2:52][C:48]3[CH:47]=[N:46][CH:51]=[CH:50][CH:49]=3)=[C:40]([O:43][CH3:44])[CH:41]=2)[N:36]=[CH:35][CH:34]=1. Yields the product ClC1=CC=NC2=CC(=C(C=C12)OC)OCCCC=1C=NC=CC1 (4-chloro-6-methoxy-7-(3-(3-pyridyl)propoxy)quinoline). Solvent: C(Cl)Cl (methylene chloride). Isolated yield 73.6%. The reactants are N(=NC(=O)OCC)C(=O)OCC (Diethyl azodicarboxylate), C1(=CC=CC=C1)P(C1=CC=CC=C1)C1=CC=CC=C1 (triphenylphosphine), ClC1=CC=NC2=CC(=C(C=C12)OC)O (4-chloro-7-hydroxy-6-methoxyquinoline), N1=CC(=CC=C1)CCCO (3-(3-pyridyl)-1-propanol). Procedure: Diethyl azodicarboxylate (340 mg, 2 mmol) was added dropwise to a solution of triphenylphosphine (520 mg, 2 mmol), 4-chloro-7-hydroxy-6-methoxyquinoline (265 mg, 1.26mmol), (prepared as described for the starting material in Example 3), and 3-(3-pyridyl)-1-propanol (170 mg, 1.24 mmol) in methylene chloride (10 ml). The mixture was stirred for 1 hour at ambient temperature. The volatiles were removed by evaporation and the residue was purified by column chromatography eluting with methylene chlor...